The task is: describe an organic reaction: reactants, conditions, products, and yield. This data is from the Open Reaction Database (ORD), a public repository of structured organic reaction records. Reactants: FC1=CC=C(C=C1)C=1OC(=C(N1)CO[C@H]1C[C@H](CCC1)COC(C(=O)OC(C)(C)C)(C)C)C (tert-butyl 2-{cis-3-[2-(4-fluorophenyl)-5-methyloxazol-4-yl-methoxy]cyclohexylmethoxy}-2-methylpropionate), FC(C(=O)O)(F)F (trifluoroacetic acid). Solvent: ClCCl (dichloromethane). The product is FC1=CC=C(C=C1)C=1OC(=C(N1)CO[C@H]1C[C@H](CCC1)COC(C(=O)O)(C)C)C (2-{cis-3-[2-(4-Fluorophenyl)-5-methyloxazol-4-ylmethoxy]cyclohexyl-methoxy}-2-methylpropionic acid). As a reaction SMILES: [F:1][C:2]1[CH:7]=[CH:6][C:5]([C:8]2[O:9][C:10]([CH3:33])=[C:11]([CH2:13][O:14][C@@H:15]3[CH2:20][CH2:19][CH2:18][C@H:17]([CH2:21][O:22][C:23]([CH3:32])([CH3:31])[C:24]([O:26]C(C)(C)C)=[O:25])[CH2:16]3)[N:12]=2)=[CH:4][CH:3]=1.FC(F)(F)C(O)=O>ClCCl>[F:1][C:2]1[CH:3]=[CH:4][C:5]([C:8]2[O:9][C:10]([CH3:33])=[C:11]([CH2:13][O:14][C@@H:15]3[CH2:20][CH2:19][CH2:18][C@H:17]([CH2:21][O:22][C:23]([CH3:31])([CH3:32])[C:24]([OH:26])=[O:25])[CH2:16]3)[N:12]=2)=[CH:6][CH:7]=1. Procedure: 0.07 g of tert-butyl 2-{cis-3-[2-(4-fluorophenyl)-5-methyloxazol-4-yl-methoxy]cyclohexylmethoxy}-2-methylpropionate is dissolved in 1 ml of dichloromethane, 1 ml of trifluoroacetic acid is added and the mixture is stirred at room temperature. The reaction is monitored (LCMS), showing complete conversion after 30 minutes. The reaction mixture is extracted with water/dichloromethane and, after removal of the solvent under reduced pressure, purified by preparative HPLC. This gives 0.06 g of the car... Conditions: temperature 120 celsius, time 2 hour. Run in CN(C)C=O (DMF), C(C)(=O)OCC (ethyl acetate). Reaction SMILES: [Cl:1][C:2]1[N:3]=[CH:4][C:5]2[C:10]([CH:11]=1)=[CH:9][C:8]([C:12]#[CH:13])=[CH:7][CH:6]=2.[N:14]([Si](C)(C)C)=[N+:15]=[N-:16]>CN(C=O)C.C(OCC)(=O)C>[Cl:1][C:2]1[N:3]=[CH:4][C:5]2[C:10]([CH:11]=1)=[CH:9][C:8]([C:12]1[CH:13]=[N:16][NH:15][N:14]=1)=[CH:7][CH:6]=2. Yield: 61.0%. Reported procedure: 3-chloro-6-ethynylisoquinoline (Preparation 50, 120 mg, 0.64 mmol) was dissolved in dry DMF (1 mL). Azidotrimethylsilane (1 mL, 7.5 mmol) was added and the reaction stirred at 120° C. for 2 hours. The reaction was cooled to room temperature and diluted with ethyl acetate (20 mL). The organic solution was washed with water (20 mL), brine (20 mL), dried over sodium sulphate and concentrated in vacuo. The residue was purified using silica gel column chromatography eluting with 2% 7N NH3 in methanol... Reactants: ClC=1N=CC2=CC=C(C=C2C1)C#C (3-chloro-6-ethynylisoquinoline), N(=[N+]=[N-])[Si](C)(C)C (Azidotrimethylsilane). Product: ClC=1N=CC2=CC=C(C=C2C1)C1=NNN=C1 (3-Chloro-6-(2H-1,2,3-triazol-4-yl)isoquinoline).